Dataset: the Open Reaction Database (ORD), a public repository of structured organic reaction records. Task: describe an organic reaction: reactants, conditions, products, and yield Starting materials: CC(C)(C1=NC(C(C)(C)C)CO1)C1=NC(C(C)(C)C)CO1, C1CCCCC1, C=C(F)Cl, [Cu+2], O=S(=O)([O-])C(F)(F)F, O=S(=O)([O-])C(F)(F)F, CCOC(=O)C=[N+]=[N-], NNc1ccccc1. The product is CCOC(=O)C1CC1(F)Cl. Reaction SMILES: [C:1]([C:2]1=[N:10][CH:5]([C:6]([CH3:7])([CH3:8])[CH3:9])[CH2:4][O:3]1)([C:11]1=[N:19][CH:14]([C:15]([CH3:16])([CH3:17])[CH3:18])[CH2:13][O:12]1)([CH3:20])[CH3:21].[CH2:42]1[CH2:43][CH2:44][CH2:45][CH2:46][CH2:47]1.[Cl:22][C:23](=[CH2:24])[F:25].[Cu+2:56].[F:48][C:49]([F:50])([F:51])[S:52]([O-:53])(=[O:54])=[O:55].[F:57][C:58]([F:59])([F:60])[S:61]([O-:62])(=[O:63])=[O:64].[N+:34](=[N-:35])=[CH:36][C:37](=[O:38])[O:39][CH2:40][CH3:41].[NH2:26][NH:27][c:28]1[cH:29][cH:30][cH:31][cH:32][cH:33]1>>[Cl:22][C:23]1([F:25])[CH2:24][CH:36]1[C:37](=[O:38])[O:39][CH2:40][CH3:41]. The reactants are O=C([O-])[O-], CC(C)=O, O=C1C2=C(CCCC2)C(=O)N1c1cc(S)c(Cl)cc1F, CC(=O)OC1COCC1OC(=O)CCl, [I-], [K+], [K+], [K+]. Yields the product CC(=O)OC1COCC1OC(=O)CSc1cc(N2C(=O)C3=C(CCCC3)C2=O)c(F)cc1Cl. As a reaction SMILES: [C:35](=[O:36])([O-:37])[O-:38].[CH3:43][C:44](=[O:45])[CH3:46].[Cl:1][c:2]1[cH:3][c:4]([F:20])[c:5]([N:9]2[C:10](=[O:19])[C:11]3=[C:12]([C:13]2=[O:14])[CH2:15][CH2:16][CH2:17][CH2:18]3)[cH:6][c:7]1[SH:8].[Cl:21][CH2:22][C:23](=[O:24])[O:25][CH:26]1[CH2:27][O:28][CH2:29][CH:30]1[O:31][C:32]([CH3:33])=[O:34].[I-:42].[K+:39].[K+:40].[K+:41]>>[Cl:1][c:2]1[cH:3][c:4]([F:20])[c:5]([N:9]2[C:10](=[O:19])[C:11]3=[C:12]([C:13]2=[O:14])[CH2:15][CH2:16][CH2:17][CH2:18]3)[cH:6][c:7]1[S:8][CH2:22][C:23](=[O:24])[O:25][CH:26]1[CH2:27][O:28][CH2:29][CH:30]1[O:31][C:32]([CH3:33])=[O:34]. Reactants: C(=O)(O)C(=C1C2CC3(CC(CC1C3)C2)OC(CC(C)(C)C)=O)F (3,3-dimethyl-butyric acid 4-(carboxy-fluoro-methylene)-adamantan-1-yl ester), BrC=1C(=C(SC1Cl)Cl)S(=O)(=O)N (4-bromo-2,5-dichloro-thiophene-3-sulfonamide). The product is BrC=1C(=C(SC1Cl)Cl)S(=O)(=O)NC(C(F)=C1C2CC3(CC(CC1C3)C2)OC(CC(C)(C)C)=O)=O (3,3-Dimethyl-butyric acid 4-[2-(4-bromo-2,5-dichloro-thiophene-3-sulfonylamino)-1-fluoro-2-oxo-ethylidene]-adamantan-1-yl ester). As a reaction SMILES: [C:1]([C:4]([F:23])=[C:5]1[CH:12]2[CH2:13][C:8]3([O:15][C:16](=[O:22])[CH2:17][C:18]([CH3:21])([CH3:20])[CH3:19])[CH2:9][CH:10]([CH2:14][CH:6]1[CH2:7]3)[CH2:11]2)(O)=[O:2].[Br:24][C:25]1[C:26]([S:32]([NH2:35])(=[O:34])=[O:33])=[C:27]([Cl:31])[S:28][C:29]=1[Cl:30]>>[Br:24][C:25]1[C:26]([S:32]([NH:35][C:1](=[O:2])[C:4](=[C:5]2[CH:12]3[CH2:13][C:8]4([O:15][C:16](=[O:22])[CH2:17][C:18]([CH3:19])([CH3:21])[CH3:20])[CH2:9][CH:10]([CH2:14][CH:6]2[CH2:7]4)[CH2:11]3)[F:23])(=[O:33])=[O:34])=[C:27]([Cl:31])[S:28][C:29]=1[Cl:30]. Procedure: Coupling of 3,3-dimethyl-butyric acid 4-(carboxy-fluoro-methylene)-adamantan-1-yl ester with 4-bromo-2,5-dichloro-thiophene-3-sulfonamide and isolation is performed analogously to the method as described in Example K c. 3,3-Dimethyl-butyric acid 4-[2-(4-bromo-2,5-dichloro-thiophene-3-sulfonylamino)-1-fluoro-2-oxo-ethylidene]-adamantan-1-yl ester is obtained.